This data is from the Open Reaction Database (ORD), a public repository of structured organic reaction records. The task is: describe an organic reaction: reactants, conditions, products, and yield Starting materials: N1C(C(C2=CC=CC=C12)C(C(=O)OCC)=O)=O (Ethyl oxindole-3-glyoxylate), C1(=CC=CC=C1)NN (phenylhydrazine). Run in C(C)(=O)O (acetic acid). The product is C1(=CC=CC=C1)N1NC=2C(NC=3C=CC=CC3C2C1=O)=O (3,5-Dihydro-2-phenyl-1H-pyrazolo[3,4-c]quinoline-1,4(2H)-dione). As a reaction SMILES: [NH:1]1[C:9]2[C:4](=[CH:5][CH:6]=[CH:7][CH:8]=2)[CH:3]([C:10](=O)[C:11]([O:13]CC)=O)[C:2]1=[O:17].[C:18]1([NH:24][NH2:25])[CH:23]=[CH:22][CH:21]=[CH:20][CH:19]=1>C(O)(=O)C>[C:18]1([N:24]2[C:2](=[O:17])[C:3]3[C:4]4[CH:5]=[CH:6][CH:7]=[CH:8][C:9]=4[NH:1][C:11](=[O:13])[C:10]=3[NH:25]2)[CH:23]=[CH:22][CH:21]=[CH:20][CH:19]=1. Reported procedure: Ethyl oxindole-3-glyoxylate (220 rag) in glacial acetic acid (2 ml) was heated under reflux for 10 minutes with phenylhydrazine (0.1 ml). The reaction was cooled and the resulting precipitate filtered and crystallised from methanol to give the title compound, mp>260° C.; 1H nmr (250 MHz, d6 -DMSO) δ5 11.86 (1H, broad s), 8.25 (1H, broad d), 7.86 (2H, d, J=8 Hz), 7.56 (2H, t, J=8 Hz) and 7.22-7.42 (4H, m). Reactants: C(C)(=O)O[C@H]1[C@H](OC=2C=NC(=CC2)Br)SC[C@H]([C@@H]1OC(C)=O)OC(C)=O (6-bromo-3-pyridinyl 2,3,4-tri-O-acetyl-5-thio-β-D-xylopyranoside), IV, CC1=NC=CC(=C1)B(O)O (2-methyl-4-pyridineboronic acid). The product is O([C@H]1[C@H](O)[C@@H](O)[C@H](O)CS1)C=1C=NC(=CC1)C1=CC(=NC=C1)C (6-(2-Methyl-4-pyridinyl)-3-pyridinyl 5-thio-β-D-xylopyranoside), powder. Yield: 23.0%. As a reaction SMILES: C([O:4][C@@H:5]1[C@@H:18]([O:19]C(=O)C)[C@H:17]([O:23]C(=O)C)[CH2:16][S:15][C@H:6]1[O:7][C:8]1[CH:9]=[N:10][C:11](Br)=[CH:12][CH:13]=1)(=O)C.[CH3:27][C:28]1[CH:33]=[C:32](B(O)O)[CH:31]=[CH:30][N:29]=1>>[O:7]([C:8]1[CH:9]=[N:10][C:11]([C:32]2[CH:31]=[CH:30][N:29]=[C:28]([CH3:27])[CH:33]=2)=[CH:12][CH:13]=1)[C@@H:6]1[S:15][CH2:16][C@@H:17]([OH:23])[C@H:18]([OH:19])[C@H:5]1[OH:4]. Procedure details: By carrying out the operation analogously to example 239, starting from 6-bromo-3-pyridinyl 2,3,4-tri-O-acetyl-5-thio-β-D-xylopyranoside, obtained according to preparation IV, and 2-methyl-4-pyridineboronic acid, the desired product is obtained in the form of a white powder (yield=23%). The reactants are C1CCOC1, Cc1ccc(S(=O)(=O)N(CCl)c2ccccc2)cc1, [K], CN(C)C=O, O, O=C(O)c1[nH]c2ccccc2c1Nc1ccncc1. The product is Cc1ccc(S(=O)(=O)N(COC(=O)c2[nH]c3ccccc3c2Nc2ccncc2)c2ccccc2)cc1. As a reaction SMILES: [CH2:46]1[O:47][CH2:48][CH2:49][CH2:50]1.[Cl:26][CH2:27][N:28]([S:29](=[O:30])(=[O:31])[c:32]1[cH:33][cH:34][c:35]([CH3:38])[cH:36][cH:37]1)[c:39]1[cH:40][cH:41][cH:42][cH:43][cH:44]1.[K:1].[O:21]=[CH:22][N:23]([CH3:24])[CH3:25].[OH2:45].[n:2]1[cH:3][cH:4][c:5]([NH:8][c:9]2[c:10]([C:18](=[O:19])[OH:20])[nH:11][c:12]3[cH:13][cH:14][cH:15][cH:16][c:17]23)[cH:6][cH:7]1>>[n:2]1[cH:3][cH:4][c:5]([NH:8][c:9]2[c:10]([C:18]([O:19][CH2:27][N:28]([S:29](=[O:30])(=[O:31])[c:32]3[cH:33][cH:34][c:35]([CH3:38])[cH:36][cH:37]3)[c:39]3[cH:40][cH:41][cH:42][cH:43][cH:44]3)=[O:20])[nH:11][c:12]3[cH:13][cH:14][cH:15][cH:16][c:17]23)[cH:6][cH:7]1. Reactants: CC(=O)O, COC(=O)CCCn1sc(Cl)cc1=O, Cl. Product: O=C=C(O)CCn1sc(Cl)cc1=O. Reaction SMILES: [CH3:16][C:17]([OH:18])=[O:19].[Cl:1][c:2]1[cH:3][c:4](=[O:14])[n:5]([CH2:7][CH2:8][CH2:9][C:10](=[O:11])[O:12][CH3:13])[s:6]1.[ClH:15]>>[Cl:1][c:2]1[cH:3][c:4](=[O:14])[n:5]([CH2:7][CH2:8][C:9](=[C:10]=[O:11])[OH:18])[s:6]1. Reactants: ClCCl, Clc1ccc(CCN2CCNCC2)cc1, O=C(Cl)c1ccccc1F. The product is Cl, O=C(c1ccccc1F)N1CCN(CCc2ccc(Cl)cc2)CC1. RXN SMILES: [CH2:26]([Cl:27])[Cl:28].[Cl:11][c:12]1[cH:13][cH:14][c:15]([CH2:18][CH2:19][N:20]2[CH2:21][CH2:22][NH:23][CH2:24][CH2:25]2)[cH:16][cH:17]1.[F:1][c:2]1[c:3]([C:4](=[O:5])[Cl:6])[cH:7][cH:8][cH:9][cH:10]1>>[ClH:6].[F:1][c:2]1[c:3]([C:4](=[O:5])[N:23]2[CH2:22][CH2:21][N:20]([CH2:19][CH2:18][c:15]3[cH:14][cH:13][c:12]([Cl:11])[cH:17][cH:16]3)[CH2:25][CH2:24]2)[cH:7][cH:8][cH:9][cH:10]1. Reactants: FC(S(=O)(=O)OC=1N=CC2=C(C=CC=C2C1)Br)(F)F (8-bromoisoquinolin-3-yl trifluoromethanesulfonate), NC1=NC=C(N=C1)C#N (2-amino-5-cyanopyrazine), FC(S(=O)(=O)OC=1N=CC2=CC=C(C=C2C1)Cl)(F)F (6-chloroisoquinolin-3-yl trifluoromethanesulfonate), ( 2 ). The product is ClC=1C=C2C=C(N=CC2=CC1)NC=1N=CC(=NC1)C#N (5-(6-Chloroisoquinolin-3-ylamino)pyrazine-2-carbonitrile), FC(S(=O)(=O)OC=1N=CC2=CC=C(C=C2C1)Cl)(F)F (6-Chloroisoquinolin-3-yl trifluoromethanesulfonate). RXN SMILES: [NH2:1][C:2]1[CH:7]=[N:6][C:5]([C:8]#[N:9])=[CH:4][N:3]=1.[F:10][C:11]([F:28])([F:27])[S:12]([O:15][C:16]1[N:17]=[CH:18][C:19]2[C:24]([CH:25]=1)=[CH:23][C:22]([Cl:26])=[CH:21][CH:20]=2)(=[O:14])=[O:13].FC(F)(F)S(OC1N=CC2C(C=1)=CC=CC=2Br)(=O)=O>>[Cl:26][C:22]1[CH:23]=[C:24]2[C:19](=[CH:20][CH:21]=1)[CH:18]=[N:17][C:16]([NH:1][C:2]1[N:3]=[CH:4][C:5]([C:8]#[N:9])=[N:6][CH:7]=1)=[CH:25]2.[F:28][C:11]([F:10])([F:27])[S:12]([O:15][C:16]1[N:17]=[CH:18][C:19]2[C:24]([CH:25]=1)=[CH:23][C:22]([Cl:26])=[CH:21][CH:20]=2)(=[O:14])=[O:13]. Reported procedure: The title compound was prepared using methods analogous to those described in Synthesis 5-1 using 2-amino-5-cyanopyrazine in place of (R)-5-amino-3-(pyrrolidin-3-yloxy)pyrazine-2-carbonitrile and 6-chloroisoquinolin-3-yl trifluoromethanesulfonate in place of 3,8-dichloroisoquinoline. 6-Chloroisoquinolin-3-yl trifluoromethanesulfonate was prepared using methods analogous to those described in Synthesis 11-1 for 8-bromoisoquinolin-3-yl trifluoromethanesulfonate. 1H NMR (DMSO, 400 MHz) δ 11.11 (s, ... Reactants: CCC1N(C(=O)OCc2ccccc2)CCC1(O)C1CC1, O. Yields the product CCC1NCCC1(O)C1CC1. As a reaction SMILES: [CH:1]1([C:4]2([OH:21])[CH:5]([CH2:19][CH3:20])[N:6]([C:9]([O:10][CH2:11][c:12]3[cH:13][cH:14][cH:15][cH:16][cH:17]3)=[O:18])[CH2:7][CH2:8]2)[CH2:2][CH2:3]1.[OH2:22]>>[CH:1]1([C:4]2([OH:21])[CH:5]([CH2:19][CH3:20])[NH:6][CH2:7][CH2:8]2)[CH2:2][CH2:3]1. The reactants are COC(=O)C(Cc1ccccc1)CS(=O)(=O)Cl, c1ccc(CN2CCNCC2)cc1, ClCCl, [Na+], [OH-]. RXN SMILES: [C:1](=[O:2])([O:3][CH3:4])[CH:5]([CH2:6][S:7](=[O:8])(=[O:9])[Cl:10])[CH2:11][c:12]1[cH:13][cH:14][cH:15][cH:16][cH:17]1.[CH2:18]([c:19]1[cH:20][cH:21][cH:22][cH:23][cH:24]1)[N:25]1[CH2:26][CH2:27][NH:28][CH2:29][CH2:30]1.[Cl:33][CH2:34][Cl:35].[Na+:32].[OH-:31]>>[C:1](=[O:2])([O:3][CH3:4])[CH:5]([CH2:6][S:7](=[O:8])(=[O:9])[N:28]1[CH2:27][CH2:26][N:25]([CH2:18][c:19]2[cH:20][cH:21][cH:22][cH:23][cH:24]2)[CH2:30][CH2:29]1)[CH2:11][c:12]1[cH:13][cH:14][cH:15][cH:16][cH:17]1. Product: COC(=O)C(Cc1ccccc1)CS(=O)(=O)N1CCN(Cc2ccccc2)CC1. Reactants: BrC=1C(=C(C=CC1)NC(=O)C=1NC=CN1)C (N-(3-bromo-2-methylphenyl)-1H-imidazole-2-carboxamide), C([O-])([O-])=O.[K+].[K+] (potassium carbonate), BrCC(OCC)OCC (2-bromo-1,1-diethoxyethane). Run in CN(C)C=O (DMF), CCOC(=O)C (EtOAc). Conditions: time 18.25 hour. Yields the product BrC1=C2C=C(NC2=CC=C1)C(=O)N1CCCC1 ((4-bromo-1H-indol-2-yl)(pyrrolidin-1-yl)methanone). Isolated yield 67.0%. Reaction SMILES: [Br:1][C:2]1[C:3]([CH3:16])=[C:4]([NH:8][C:9]([C:11]2[NH:12][CH:13]=[CH:14]N=2)=O)[CH:5]=[CH:6][CH:7]=1.C(=O)([O-])[O-:18].[K+].[K+].Br[CH2:24][CH:25](OCC)OCC>CN(C=O)C.CCOC(C)=O>[Br:1][C:2]1[CH:7]=[CH:6][CH:5]=[C:4]2[C:3]=1[CH:16]=[C:9]([C:11]([N:12]1[CH2:13][CH2:14][CH2:25][CH2:24]1)=[O:18])[NH:8]2 |f:1.2.3|. Reported procedure: Step 2 A solution of N-(3-bromo-2-methylphenyl)-1H-imidazole-2-carboxamide (0.70 g, 2.499 mmol) in DMF (12.5 mL) was treated with potassium carbonate (0.794 g, 5.75 mmol) and 2-bromo-1,1-diethoxyethane (0.395 mL, 2.62 and the mixture was stirred at rt. After 18.25 h, the mixture was diluted with EtOAc, filtered to remove some tan solid, and washed sequentially with 1 M hydrochloric acid and NaHCO3 (aq), and dried and concentrated to provide (4-bromo-1H-indol-2-yl)(pyrrolidin-1-yl)methanone as a ...